This data is from the Open Reaction Database (ORD), a public repository of structured organic reaction records. The task is: describe an organic reaction: reactants, conditions, products, and yield The reactants are O=C([O-])[O-], ClCCN1CCOCC1, Cl, [K+], [K+], CN(C)C=O, Cc1c(OCc2ccc(C(=O)c3ccc(O)cc3)cc2)nc2ccccn2c1=O. Product: Cl, Cc1c(OCc2ccc(C(=O)c3ccc(OCCN4CCOCC4)cc3)cc2)nc2ccccn2c1=O. RXN SMILES: [C:40](=[O:41])([O-:42])[O-:43].[Cl:31][CH2:32][CH2:33][N:34]1[CH2:35][CH2:36][O:37][CH2:38][CH2:39]1.[ClH:30].[K+:44].[K+:45].[O:46]=[CH:47][N:48]([CH3:49])[CH3:50].[OH:1][c:2]1[cH:3][cH:4][c:5]([C:6](=[O:7])[c:8]2[cH:9][cH:10][c:11]([CH2:12][O:13][c:14]3[n:15][c:16]4[n:17]([c:18](=[O:21])[c:19]3[CH3:20])[cH:22][cH:23][cH:24][cH:25]4)[cH:26][cH:27]2)[cH:28][cH:29]1>>[ClH:31].[O:1]([c:2]1[cH:3][cH:4][c:5]([C:6](=[O:7])[c:8]2[cH:9][cH:10][c:11]([CH2:12][O:13][c:14]3[n:15][c:16]4[n:17]([c:18](=[O:21])[c:19]3[CH3:20])[cH:22][cH:23][cH:24][cH:25]4)[cH:26][cH:27]2)[cH:28][cH:29]1)[CH2:32][CH2:33][N:34]1[CH2:35][CH2:36][O:37][CH2:38][CH2:39]1. The reactants are CC(=O)OI1(C=2C=CC=CC2C(=O)O1)(OC(=O)C)OC(=O)C (Dess-Martin periodinane), CC(=O)OI1(C=2C=CC=CC2C(=O)O1)(OC(=O)C)OC(=O)C (Dess-Martin periodinane), ClC=1C=CC2=C([C@H](O[C@@H](CN2CC(C)(C)C)CCO)C2=C3C(=CC=C2)OCCO3)C1 (2-[trans-7-chloro-5-(2,3-ethylenedioxyphenyl)-1-neopentyl-1,2,3,5-tetrahydro-4,1-benzoxazepin-3-yl]-ethanol), N1=CC=CC=C1 (pyridine). Run in C(Cl)Cl (methylene chloride). Conditions: time 40 minute. Yields the product ClC=1C=CC2=C([C@H](O[C@@H](CN2CC(C)(C)C)CC=O)C2=C3C(=CC=C2)OCCO3)C1 ([trans-7-Chloro-5-(2,3-ethylenedioxyphenyl)-1-neopentyl-1,2,3,5-tetrahydro-4,1-benzoxazepin-3-yl]-acetaldehyde). Yield: 68.1%. Reaction SMILES: CC(OI1(OC(C)=O)(OC(C)=O)OC(=O)C2C=CC=CC1=2)=O.[Cl:23][C:24]1[CH:25]=[CH:26][C:27]2[N:33]([CH2:34][C:35]([CH3:38])([CH3:37])[CH3:36])[CH2:32][C@@H:31]([CH2:39][CH2:40][OH:41])[O:30][C@H:29]([C:42]3[CH:47]=[CH:46][CH:45]=[C:44]4[O:48][CH2:49][CH2:50][O:51][C:43]=34)[C:28]=2[CH:52]=1.N1C=CC=CC=1>C(Cl)Cl>[Cl:23][C:24]1[CH:25]=[CH:26][C:27]2[N:33]([CH2:34][C:35]([CH3:37])([CH3:38])[CH3:36])[CH2:32][C@@H:31]([CH2:39][CH:40]=[O:41])[O:30][C@H:29]([C:42]3[CH:47]=[CH:46][CH:45]=[C:44]4[O:48][CH2:49][CH2:50][O:51][C:43]=34)[C:28]=2[CH:52]=1. Procedure details: Dess-Martin periodinane (979 mg, 2.31 mmol) was added to a solution of 2-[trans-7-chloro-5-(2,3-ethylenedioxyphenyl)-1-neopentyl-1,2,3,5-tetrahydro-4,1-benzoxazepin-3-yl]-ethanol (830 mg, 1.92 mmol), pyridine (980 mL) and methylene chloride (18 mL) at 0° C. The mixture was warmed to ambient temperature and stirred 40 minutes before adding more Dess-Martin periodinane (800 mg, 1.89 mmol). After an additional 15 minutes, the reaction was quenched by addition of 5:1 saturated aqueous sodium bicarbo... Starting materials: O=C1CCC(=O)N1Br, CCOc1cccc(C=O)c1O, CC#N. The product is CCOc1cc(Br)cc(C=O)c1O. Reaction SMILES: [Br:1][N:2]1[C:3](=[O:4])[CH2:5][CH2:6][C:7]1=[O:8].[CH2:9]([CH3:10])[O:11][c:12]1[c:13]([OH:20])[c:14]([CH:15]=[O:16])[cH:17][cH:18][cH:19]1.[CH3:21][C:22]#[N:23]>>[Br:1][c:18]1[cH:17][c:14]([CH:15]=[O:16])[c:13]([OH:20])[c:12]([O:11][CH2:9][CH3:10])[cH:19]1. The product is NC1(CN(C1)CC1=CC=CC=C1)C (3-amino-3-methyl-N-benzylazetidine). Reaction conditions: time 10 minute. The reagents and catalysts are [Fe] (Iron). The reactants are ClCCl (Dichloromethane), CC1(CN(C1)CC1=CC=CC=C1)[N+](=O)[O-] (3-methyl-3-nitro-N-benzylazetidine), CC1(CN(C1)CC1=CC=CC=C1)[N+](=O)[O-] (3-methyl-3-nitro-N-benzylazetidine), C(C)(=O)O (acetic acid). Reaction SMILES: [CH3:1][C:2]1([N+:13]([O-])=O)[CH2:5][N:4]([CH2:6][C:7]2[CH:12]=[CH:11][CH:10]=[CH:9][CH:8]=2)[CH2:3]1.C(O)(=O)C.ClCCl>C(OCC)(=O)C.[Fe]>[NH2:13][C:2]1([CH3:1])[CH2:5][N:4]([CH2:6][C:7]2[CH:8]=[CH:9][CH:10]=[CH:11][CH:12]=2)[CH2:3]1. The solvent is C(C)(=O)OCC (ethyl acetate). Procedure details: A solution of 3-methyl-3-nitro-N-benzylazetidine [the product of step 2] (3.9 g, 18.9 mmol) in ethyl acetate (370 ml) and 5% acetic acid (370 ml) is heated to reflux. Iron powder (5.25 g, 94.1 mmol) is added portion-wise every 5 minutes. After the addition is complete the reaction mixture is heated at reflux for 6 hours. The cooled reaction mixture is filtered through Hyflo, and the residue washed with ethyl acetate. The filtrate is transferred to a separating funnel and the organic layer separa... The reactants are CC(Cc1cc2c(c(C(N)=O)c1)N(CCCCOCc1ccccc1)CC2)NCCOc1ccccc1OCC(F)(F)F, CCO, Cl, [H][H]. The product is CC(Cc1cc2c(c(C(N)=O)c1)N(CCCCO)CC2)NCCOc1ccccc1OCC(F)(F)F. RXN SMILES: [CH2:1]([c:2]1[cH:3][cH:4][cH:5][cH:6][cH:7]1)[O:8][CH2:9][CH2:10][CH2:11][CH2:12][N:13]1[CH2:14][CH2:15][c:16]2[cH:17][c:18]([CH2:25][CH:26]([CH3:27])[NH:28][CH2:29][CH2:30][O:31][c:32]3[c:33]([O:38][CH2:39][C:40]([F:41])([F:42])[F:43])[cH:34][cH:35][cH:36][cH:37]3)[cH:19][c:20]([C:22](=[O:23])[NH2:24])[c:21]21.[CH3:47][CH2:48][OH:49].[ClH:44].[H:45][H:46]>>[OH:8][CH2:9][CH2:10][CH2:11][CH2:12][N:13]1[CH2:14][CH2:15][c:16]2[cH:17][c:18]([CH2:25][CH:26]([CH3:27])[NH:28][CH2:29][CH2:30][O:31][c:32]3[c:33]([O:38][CH2:39][C:40]([F:41])([F:42])[F:43])[cH:34][cH:35][cH:36][cH:37]3)[cH:19][c:20]([C:22](=[O:23])[NH2:24])[c:21]21. Starting materials: Cl.C(C)(=O)OCC (hydrochloric acid ethyl acetate), COC(=O)C=1N(C(C2=CC=C(C=C2C1C1=CC=CC=C1)C)=O)CC1=CC=C(C=C1)C(=O)OC(C)(C)C (2-(4-tert-butoxycarbonylbenzyl)-6-methyl-1-oxo-4-phenyl-1,2-dihydroisoquinoline-3-carboxylic acid methyl ester). Conditions: time 6 hour. Yields the product COC(=O)C=1N(C(C2=CC=C(C=C2C1C1=CC=CC=C1)C)=O)CC1=CC=C(C=C1)C(=O)O (2-(4-carboxybenzyl)-6-methyl-1-oxo-4-phenyl-1,2-dihydroisoquinoline-3-carboxylic acid methyl ester). Isolated yield 92.6%. RXN SMILES: Cl.C(OCC)(=O)C.[CH3:8][O:9][C:10]([C:12]1[N:13]([CH2:30][C:31]2[CH:36]=[CH:35][C:34]([C:37]([O:39]C(C)(C)C)=[O:38])=[CH:33][CH:32]=2)[C:14](=[O:29])[C:15]2[C:20]([C:21]=1[C:22]1[CH:27]=[CH:26][CH:25]=[CH:24][CH:23]=1)=[CH:19][C:18]([CH3:28])=[CH:17][CH:16]=2)=[O:11]>>[CH3:8][O:9][C:10]([C:12]1[N:13]([CH2:30][C:31]2[CH:32]=[CH:33][C:34]([C:37]([OH:39])=[O:38])=[CH:35][CH:36]=2)[C:14](=[O:29])[C:15]2[C:20]([C:21]=1[C:22]1[CH:23]=[CH:24][CH:25]=[CH:26][CH:27]=1)=[CH:19][C:18]([CH3:28])=[CH:17][CH:16]=2)=[O:11] |f:0.1|. Procedure details: To a 4N-hydrochloric acid-ethyl acetate solution (6 ml) was added 2-(4-tert-butoxycarbonylbenzyl)-6-methyl-1-oxo-4-phenyl-1,2-dihydroisoquinoline-3-carboxylic acid methyl ester (220 mg) at room temperature, and the mixture was stirred for 6 hrs. The reaction mixture was concentrated under reduced pressure, and the obtained residue was crystallized from ethyl acetate-hexane to give the title compound (180 mg). Starting materials: C(C)N1N=CC=2C1=NC1=CC=C(C=C1C2Cl)SC (1-ethyl-4-chloro-6-(methylthio)-1H-pyrazolo[3, 4-b]quinoline), ClC=1C=C(C(=O)OO)C=CC1 (m-chloroperoxybenzoic acid), C(=O)(O)[O-].[Na+] (NaHCO3). The solvent is C(Cl)(Cl)Cl (CHCl3). Conditions: temperature 0 celsius. Yields the product C(C)N1N=CC=2C1=NC1=CC=C(C=C1C2Cl)S(=O)C (1-ethyl-4-chloro-6-(methylsulfinyl)-1H-pyrazolo[3,4-b]quinoline). Isolated yield 93.9%. RXN SMILES: [CH2:1]([N:3]1[C:7]2=[N:8][C:9]3[C:14]([C:15]([Cl:16])=[C:6]2[CH:5]=[N:4]1)=[CH:13][C:12]([S:17][CH3:18])=[CH:11][CH:10]=3)[CH3:2].ClC1C=C(C=CC=1)C(OO)=[O:24].C([O-])(O)=O.[Na+]>C(Cl)(Cl)Cl>[CH2:1]([N:3]1[C:7]2=[N:8][C:9]3[C:14]([C:15]([Cl:16])=[C:6]2[CH:5]=[N:4]1)=[CH:13][C:12]([S:17]([CH3:18])=[O:24])=[CH:11][CH:10]=3)[CH3:2] |f:2.3|. Reported procedure: To a solution of 1-ethyl-4-chloro-6-(methylthio)-1H-pyrazolo[3, 4-b]quinoline (2.4 g, 8.7 mmol) in CHCl3 (50 mL) at -40° C. was added m-chloroperoxybenzoic acid (2.75 g, 8.7 mmol). The reaction mixture was slowly warmed to 0° C. and then saturated NaHCO3 (10 mL) was added. The reaction mixture was partitioned between water (20 mL) and CH2Cl2 (20 mL), the layers were separated and then the aqueous layer was extracted with CH2Cl2 (20 ml). The CH2Cl2 extracts were combined, dried over MgSO4 and eva... The reactants are C[C@@H]1N(CCC1)[C@@H]1CN(CC1)C=1C=C2CCNCC2=CC1 (6-((2S,3′S)-2-methyl-[1,3′]bipyrrolidinyl-1′-yl)-1,2,3,4-tetrahydro-isoquinoline), BrC1=NC(=CC(=C1)C(F)(F)F)C (2-Bromo-6-methyl-4-trifluoromethyl-pyridine). Yields the product C[C@@H]1N(CCC1)[C@@H]1CN(CC1)C=1C=C2CCN(CC2=CC1)C1=NC(=CC(=C1)C(F)(F)F)C (6-((2S,3′S)-2-Methyl-[1,3′]bipyrrolidinyl-1′-yl)-2-(6-methyl-4-trifluoromethyl-pyridin-2-yl)-1,2,3,4-tetrahydro-isoquinoline). Reaction SMILES: [CH3:1][C@H:2]1[CH2:6][CH2:5][CH2:4][N:3]1[C@H:7]1[CH2:11][CH2:10][N:9]([C:12]2[CH:13]=[C:14]3[C:19](=[CH:20][CH:21]=2)[CH2:18][NH:17][CH2:16][CH2:15]3)[CH2:8]1.Br[C:23]1[CH:28]=[C:27]([C:29]([F:32])([F:31])[F:30])[CH:26]=[C:25]([CH3:33])[N:24]=1>>[CH3:1][C@H:2]1[CH2:6][CH2:5][CH2:4][N:3]1[C@H:7]1[CH2:11][CH2:10][N:9]([C:12]2[CH:13]=[C:14]3[C:19](=[CH:20][CH:21]=2)[CH2:18][N:17]([C:23]2[CH:28]=[C:27]([C:29]([F:30])([F:32])[F:31])[CH:26]=[C:25]([CH3:33])[N:24]=2)[CH2:16][CH2:15]3)[CH2:8]1. Reported procedure: The title compound was synthesized in substantially the same way as Example 1 by condensation of 6-((2S,3′S)-2-methyl-[1,3′]bipyrrolidinyl-1′-yl)-1,2,3,4-tetrahydro-isoquinoline with 2-Bromo-6-methyl-4-trifluoromethyl-pyridine. Reactants: [Br-], Cc1ccccc1C(=O)CBr, CCCC[N+](CCCC)(CCCC)CCCC, Cc1ccccc1, Cl, [Na+], Cc1ccc2c(c1)NC(=O)C(NC(=O)OC(C)(C)C)CN2C(=O)C1CCCCC1, [OH-]. The product is Cc1ccc2c(c1)N(CC(=O)c1ccccc1C)C(=O)C(NC(=O)OC(C)(C)C)CN2C(=O)C1CCCCC1. Reaction SMILES: [Br-:51].[Br:30][CH2:31][C:32](=[O:33])[c:34]1[c:35]([CH3:40])[cH:36][cH:37][cH:38][cH:39]1.[CH2:52]([N+:53]([CH2:54][CH2:55][CH2:56][CH3:57])([CH2:58][CH2:59][CH2:60][CH3:61])[CH2:62][CH2:63][CH2:64][CH3:65])[CH2:66][CH2:67][CH3:68].[CH3:44][c:45]1[cH:46][cH:47][cH:48][cH:49][cH:50]1.[ClH:43].[Na+:42].[O:1]=[C:2]1[CH:3]([NH:22][C:23](=[O:24])[O:25][C:26]([CH3:27])([CH3:28])[CH3:29])[CH2:4][N:5]([C:14](=[O:15])[CH:16]2[CH2:17][CH2:18][CH2:19][CH2:20][CH2:21]2)[c:6]2[c:7]([cH:9][c:10]([CH3:13])[cH:11][cH:12]2)[NH:8]1.[OH-:41]>>[O:1]=[C:2]1[CH:3]([NH:22][C:23](=[O:24])[O:25][C:26]([CH3:27])([CH3:28])[CH3:29])[CH2:4][N:5]([C:14](=[O:15])[CH:16]2[CH2:17][CH2:18][CH2:19][CH2:20][CH2:21]2)[c:6]2[c:7]([cH:9][c:10]([CH3:13])[cH:11][cH:12]2)[N:8]1[CH2:31][C:32](=[O:33])[c:34]1[c:35]([CH3:40])[cH:36][cH:37][cH:38][cH:39]1.